From a dataset of the Open Reaction Database (ORD), a public repository of structured organic reaction records. describe an organic reaction: reactants, conditions, products, and yield The reactants are Cc1cc(-n2cc(C(F)(F)F)cn2)nc(Cl)n1, CC#N, [K+], [K+], O=C([O-])[O-], O, Oc1ccnc(C(F)(F)F)c1. The product is Cc1cc(-n2cc(C(F)(F)F)cn2)nc(Oc2ccnc(C(F)(F)F)c2)n1. Reaction SMILES: [CH3:1][c:2]1[cH:3][c:4](-[n:9]2[n:10][cH:11][c:12]([C:14]([F:15])([F:16])[F:17])[cH:13]2)[n:5][c:6]([Cl:8])[n:7]1.[CH3:36][C:37]#[N:38].[K+:29].[K+:30].[O-:31][C:32]([O-:33])=[O:34].[OH2:35].[OH:18][c:19]1[cH:20][c:21]([C:25]([F:26])([F:27])[F:28])[n:22][cH:23][cH:24]1>>[CH3:1][c:2]1[cH:3][c:4](-[n:9]2[n:10][cH:11][c:12]([C:14]([F:15])([F:16])[F:17])[cH:13]2)[n:5][c:6]([O:18][c:19]2[cH:20][c:21]([C:25]([F:26])([F:27])[F:28])[n:22][cH:23][cH:24]2)[n:7]1. Reactants: CC1([C@@H]([C@@H]1CC(C)=O)C(=O)O)C ((1R,cis)-2,2-dimethyl-3-(2-oxopropyl)cyclopropane-1-carboxylic acid), O.C1(=CC=C(C=C1)S(=O)(=O)O)C (p-toluenesulfonic acid monohydrate). Run in C(C)(=O)OC(C)=O (acetic anhydride), C1=CC=CC=C1 (benzene), CCOCC (ether). Yields the product CC=1OC([C@H]2C([C@H]2C1)(C)C)=O ((1R,cis)-4,7,7-Trimethyl-3-oxabicyclo[4.1.0]hept-4-en-2-one). The yield is 92.8%. As a reaction SMILES: [CH3:1][C:2]1([CH3:12])[C@@H:4]([CH2:5][C:6](=O)[CH3:7])[C@H:3]1[C:9]([OH:11])=[O:10].O.C1(C)C=CC(S(O)(=O)=O)=CC=1>C(OC(=O)C)(=O)C.C1C=CC=CC=1.CCOCC>[CH3:7][C:6]1[O:10][C:9](=[O:11])[C@@H:3]2[C@H:4]([CH:5]=1)[C:2]2([CH3:12])[CH3:1] |f:1.2|. Reported procedure: A solution of 20 g (0.17 mol) of (1R,cis)-2,2-dimethyl-3-(2-oxopropyl)cyclopropane-1-carboxylic acid and 3 g (0.016 mol) of p-toluenesulfonic acid monohydrate in 93 ml of acetic anhydride and 150 ml of benzene was stirred for 30 minutes at 10°-20° C. The slightly darkened mixture was diluted with ether and washed with ice cold saturated sodium bicarbonate solution until the washings were basic. The organic phase was dried over anhydrous magnesium sulfate and decolorized with charcoal. The solven... Starting materials: C(#C)C1=CC=C(C=C1)C(C)=O (1-(4-ethynylphenyl)ethanone), C1CC(=O)N(C1=O)Br (NBS). Reagents/catalysts: [N+](=O)([O-])[O-].[Ag+] (AgNO3). Solvent: CC(=O)C (acetone). Conditions: time 30 minute. Yields the product BrC#CC1=CC=C(C=C1)C(C)=O (1-(4-(bromoethynyl)phenyl)ethanone). Isolated yield 75.3%. Reaction SMILES: [C:1]([C:3]1[CH:8]=[CH:7][C:6]([C:9](=[O:11])[CH3:10])=[CH:5][CH:4]=1)#[CH:2].C1C(=O)N([Br:19])C(=O)C1>CC(C)=O.[N+]([O-])([O-])=O.[Ag+]>[Br:19][C:2]#[C:1][C:3]1[CH:8]=[CH:7][C:6]([C:9](=[O:11])[CH3:10])=[CH:5][CH:4]=1 |f:3.4|. Procedure: To a stirring solution of compound 1.10 (12 g, 83.3 mmol) in acetone (200 mL) was added AgNO3 (1.34 g, 7.9 mmol) and the the reaction was stirred for 30 min. NBS (17.7 g, 99.96 mmol) was then added and the reaction mixture was stirred at 20° C. for 14 hr. Solids were removed by filtration and the filtrate was concentrated under reduced pressure to give a crude, which was purified by flash chromatography (silica gel/ethyl acetate in petroleum ether 5%-10% v/v) to give compound 1.11 as a white sol... Starting materials: ClC=1C=C(C=CC1Cl)C(CC=O)C1N(C(C2=CC(=CC=C12)OC)=O)C (3-(3,4-Dichlorophenyl)-3-(5-methoxy-2-methyl-3-oxo-2,3-dihydro-1H-isoindol-1-yl)propionaldehyde), COC1=NC=CC=C1C1CCNCC1 (4-(2-methoxy-3-pyridyl)piperidine). Yields the product Cl.ClC=1C=C(C=CC1Cl)C(CCN1CCC(CC1)C=1C(=NC=CC1)OC)C1N(C(C2=CC(=CC=C12)OC)=O)C (3-[1-(3,4-Dichlorophenyl)-3-(4-(2-methoxy-3-pyridyl)piperidino)propyl]-6-methoxy-2-methyl-2,3-dihydroisoindol-1-one hydrochloride). Yield: 87.6%. As a reaction SMILES: [Cl:1][C:2]1[CH:3]=[C:4]([CH:9]([CH:13]2[C:21]3[C:16](=[CH:17][C:18]([O:22][CH3:23])=[CH:19][CH:20]=3)[C:15](=[O:24])[N:14]2[CH3:25])[CH2:10][CH:11]=O)[CH:5]=[CH:6][C:7]=1[Cl:8].[CH3:26][O:27][C:28]1[C:33]([CH:34]2[CH2:39][CH2:38][NH:37][CH2:36][CH2:35]2)=[CH:32][CH:31]=[CH:30][N:29]=1>>[ClH:1].[Cl:1][C:2]1[CH:3]=[C:4]([CH:9]([CH:13]2[C:21]3[C:16](=[CH:17][C:18]([O:22][CH3:23])=[CH:19][CH:20]=3)[C:15](=[O:24])[N:14]2[CH3:25])[CH2:10][CH2:11][N:37]2[CH2:38][CH2:39][CH:34]([C:33]3[C:28]([O:27][CH3:26])=[N:29][CH:30]=[CH:31][CH:32]=3)[CH2:35][CH2:36]2)[CH:5]=[CH:6][C:7]=1[Cl:8] |f:2.3|. Reported procedure: 3-(3,4-Dichlorophenyl)-3-(5-methoxy-2-methyl-3-oxo-2,3-dihydro-1H-isoindol-1-yl)propionaldehyde (0.38 g) was coupled to 4-(2-methoxy-3-pyridyl)piperidine (0.60 g) by a method similar to that described in Example 8. The reaction product was purified by chromatography and converted to the corresponding hydrochloride salt as described in the Example 8 to afford the desired title compound (0.26 g); mp 135°-194° C. (d); MS: m/z=554(M+1); NMR(CD3OD): 1.9-2.1 (m,4), 2.6 (m,2), 2.9-3.1 (m,8), 3.6-3.8 (m...